This data is from the Open Reaction Database (ORD), a public repository of structured organic reaction records. The task is: describe an organic reaction: reactants, conditions, products, and yield RXN SMILES: [CH3:18][OH:19].[S:1]([Cl:2])([Cl:3])=[O:4].[n:5]1[cH:6][cH:7][c:8]([C:15](=[O:16])[OH:17])[c:9]2[cH:10][cH:11][cH:12][cH:13][c:14]12>>[n:5]1[cH:6][cH:7][c:8]([C:15](=[O:16])[O:17][CH3:18])[c:9]2[cH:10][cH:11][cH:12][cH:13][c:14]12. Starting materials: CO, O=S(Cl)Cl, O=C(O)c1ccnc2ccccc12. Yields the product COC(=O)c1ccnc2ccccc12. Run in CO (methanol). The yield is 96.1%. Product: COC1=C(CN2C(CC2CO)=O)C=CC(=C1)OC (1-(2,4-dimethoxy-benzyl)-4-(hydroxymethyl)-2-azetidinone). Procedure: 47.6 g (0.162 mole) of ethyl 1-(2,4-dimethoxybenzyl)-4-oxo-2-azetidine-carboxylate prepared according to paragraph e) of Example 1 are reacted with 12.4 g (0.327 moles) of sodium-[tetrahydro-borate(III)] in 200 ml of methanol under external ice-cooling. The reaction takes place within about half an hour. The solution is made neutral by adding diluted hydrochloric acid, the methanol is distilled off and the oil precipitated from the aqueous mixture is extracted five times with 50 ml of ethyl acet... Reaction SMILES: [CH3:1][O:2][C:3]1[CH:19]=[C:18]([O:20][CH3:21])[CH:17]=[CH:16][C:4]=1[CH2:5][N:6]1[C:9](=[O:10])[CH2:8][CH:7]1[C:11](OCC)=[O:12].Cl>CO>[CH3:1][O:2][C:3]1[CH:19]=[C:18]([O:20][CH3:21])[CH:17]=[CH:16][C:4]=1[CH2:5][N:6]1[CH:7]([CH2:11][OH:12])[CH2:8][C:9]1=[O:10]. Reactants: COC1=C(CN2C(CC2=O)C(=O)OCC)C=CC(=C1)OC (ethyl 1-(2,4-dimethoxybenzyl)-4-oxo-2-azetidine-carboxylate), sodium-[tetrahydro-borate(III)], Cl (hydrochloric acid). Conditions: time 1.5 hour. Product: COCCOCC1(CC1)S(=O)(=O)N (1-[(2-methoxyethoxy)methyl]cyclopropanesulfonamide). Solvent: ClCCl (dichloromethane). Procedure: TFA (5 ml) was added to the solution of the product of Step 1 (0.63 g) in dichloromethane (5 ml) at 0° C. The reaction was allowed to warm to room temperature and was stirred for 1.5 hour. The solvent was removed under reduced pressure to give the desired product (0.426 g) as a light brown oil. 1H NMR (400 MHz, CDCl3): δ (ppm) 6.80-6.21 (m, 2H), 3.75 (s, 2H), 3.66-3.64 (m, 2H), 3.56-3.53 (m, 2H), 3.36 (s, 3H), 1.42-1.39 (m, 2H), 0.91-0.89 (m, 2H) Yield: 100.0%. The reactants are C(=O)(C(F)(F)F)O (TFA), COCCOCC1(CC1)S(=O)(=O)NC(OC(C)(C)C)=O (tert-butyl ({1-[(2-methoxyethoxy)methyl]cyclopropyl}sulfonyl)carbamate). Reaction SMILES: C(O)(C(F)(F)F)=O.[CH3:8][O:9][CH2:10][CH2:11][O:12][CH2:13][C:14]1([S:17]([NH:20]C(=O)OC(C)(C)C)(=[O:19])=[O:18])[CH2:16][CH2:15]1>ClCCl>[CH3:8][O:9][CH2:10][CH2:11][O:12][CH2:13][C:14]1([S:17]([NH2:20])(=[O:19])=[O:18])[CH2:16][CH2:15]1. As a reaction SMILES: [F:1][C:2]1[CH:3]=[C:4]([CH:8]([OH:29])[CH:9]([CH2:15][C:16]2[CH:21]=[CH:20][CH:19]=[C:18]([O:22][C:23]([F:28])([F:27])[CH:24]([F:26])[F:25])[CH:17]=2)[C:10]([O:12]CC)=[O:11])[CH:5]=[CH:6][CH:7]=1.[OH-].[Na+].Cl>CO>[F:1][C:2]1[CH:3]=[C:4]([CH:8]([OH:29])[CH:9]([CH2:15][C:16]2[CH:21]=[CH:20][CH:19]=[C:18]([O:22][C:23]([F:28])([F:27])[CH:24]([F:26])[F:25])[CH:17]=2)[C:10]([OH:12])=[O:11])[CH:5]=[CH:6][CH:7]=1 |f:1.2|. Procedure details: To a solution of ethyl(2RS,3RS)-3-(3-fluorophenyl)-3-hydroxy-2-[3-(1,1,2,2-tetrafluoroethoxy)benzyl]propanoate (6.92 g, 16.5 mmol) in methanol (50 ml) was added 2N aqueous sodium hydroxide solution (16.5 ml, 33.0 mmol), and the mixture was stirred at room temperature for 2 hrs. The reaction solution was acidified with 1N hydrochloric acid and extracted with ethyl acetate (200 ml×2). The extract was washed with water and saturated brine, dried (anhydrous magnesium sulfate) and evaporated under re... Reaction conditions: time 2 hour. The solvent is CO (methanol). The reactants are FC=1C=C(C=CC1)C(C(C(=O)OCC)CC1=CC(=CC=C1)OC(C(F)F)(F)F)O (ethyl(2RS,3RS)-3-(3-fluorophenyl)-3-hydroxy-2-[3-(1,1,2,2-tetrafluoroethoxy)benzyl]propanoate), [OH-].[Na+] (sodium hydroxide), Cl (hydrochloric acid). The product is FC=1C=C(C=CC1)C(C(C(=O)O)CC1=CC(=CC=C1)OC(C(F)F)(F)F)O ((2RS,3RS)-3-(3-fluorophenyl)-3-hydroxy-2-[3-(1,1,2,2-tetrafluoroethoxy)benzyl]propanoic acid).